From a dataset of the Open Reaction Database (ORD), a public repository of structured organic reaction records. describe an organic reaction: reactants, conditions, products, and yield The reactants are C#CCN(CCO[Si](C)(C)C(C)(C)C)C(=O)OC(C)(C)C, CCCC[N+](CCCC)(CCCC)CCCC, C1CCOC1, [F-], O. Yields the product C#CCN(CCO)C(=O)OC(C)(C)C. RXN SMILES: [C:1]([Si:2]([CH3:3])([CH3:4])[O:6][CH2:7][CH2:8][N:9]([C:10]([O:11][C:12]([CH3:13])([CH3:14])[CH3:15])=[O:16])[CH2:17][C:18]#[CH:19])([CH3:5])([CH3:20])[CH3:21].[CH2:23]([N+:24]([CH2:25][CH2:26][CH2:27][CH3:28])([CH2:29][CH2:30][CH2:31][CH3:32])[CH2:33][CH2:34][CH2:35][CH3:36])[CH2:37][CH2:38][CH3:39].[CH2:41]1[O:42][CH2:43][CH2:44][CH2:45]1.[F-:22].[OH2:40]>>[OH:6][CH2:7][CH2:8][N:9]([C:10]([O:11][C:12]([CH3:13])([CH3:14])[CH3:15])=[O:16])[CH2:17][C:18]#[CH:19]. Reactants: CN(CCc1ccc([N+](=O)[O-])cc1)CCn1ncc2ccccc2c1=O, [Cl-], Cl, Cl, [Na+], [OH-], O, O. The product is CN(CCc1ccc(N)cc1)CCn1ncc2ccccc2c1=O. Reaction SMILES: [CH3:5][N:6]([CH2:7][CH2:8][c:9]1[cH:10][cH:11][c:12]([N+:15]([O-:16])=[O:17])[cH:13][cH:14]1)[CH2:18][CH2:19][n:20]1[c:21](=[O:30])[c:22]2[cH:23][cH:24][cH:25][cH:26][c:27]2[cH:28][n:29]1.[Cl-:3].[ClH:33].[ClH:4].[Na+:32].[OH-:31].[OH2:1].[OH2:2]>>[CH3:5][N:6]([CH2:7][CH2:8][c:9]1[cH:10][cH:11][c:12]([NH2:15])[cH:13][cH:14]1)[CH2:18][CH2:19][n:20]1[c:21](=[O:30])[c:22]2[cH:23][cH:24][cH:25][cH:26][c:27]2[cH:28][n:29]1.